Task: describe an organic reaction: reactants, conditions, products, and yield. Dataset: the Open Reaction Database (ORD), a public repository of structured organic reaction records Reactants: suspension, C(C)(C)OC(=O)CCN1CC2=CC(=CC=C2CC1)[N+](=O)[O-] (2-(2-(isopropyloxycarbonyl)ethyl)-7-nitro-1,2,3,4-tetrahydroisoquinoline). The reagents and catalysts are [C].[Pd] (palladium-carbon). Run in CO (methanol). Yields the product C1NCCC2=CC=CC=C12 (1,2,3,4-tetrahydroisoquinoline). Yield: 78.0%. As a reaction SMILES: C(OC(CC[N:9]1[CH2:18][CH2:17][C:16]2[C:11](=[CH:12][C:13]([N+]([O-])=O)=[CH:14][CH:15]=2)[CH2:10]1)=O)(C)C>CO.[C].[Pd]>[CH2:10]1[C:11]2[C:16](=[CH:15][CH:14]=[CH:13][CH:12]=2)[CH2:17][CH2:18][NH:9]1 |f:2.3|. Reported procedure: The suspension (60 ml) in methanol of 1.58 g of 2-(2-(isopropyloxycarbonyl)ethyl)-7-nitro-1,2,3,4-tetrahydroisoquinoline and 1.0 g of palladium-carbon (10%) was stirred for one day, and the catalyst was separated by filtration. The filtrate was concentrated under reduced pressure to obtain 1.11 g of 7-amino-2-(isopropyloxycarbonyl)ethyl)-1,2,3,4-tetrahydroisoquinoline (yield: 78%). Reactants: NC1(CCC1)C1=CC=C(C=C1)C1=C(OC2=CC=C(C=C2C1=O)F)C1=CC=CC=C1 (3-[4-(1-amino-cyclobutyl)-phenyl]-6-fluoro-2-phenyl-chromen-4-one), C(C)(C)(C)OC(NC1(CCC1)C1=CC=C(C=C1)C=1C(C2=CC=C3C(=C2OC1C1=CC=CC=C1)N(N=C3Cl)C)=O)=O ({1-[4-(3-chloro-1-methyl-6-oxo-8-phenyl-1,6-dihydro-9-oxa-1,2-diaza-cyclopenta[a]naphthalen-7-yl)-phenyl]-cyclobutyl}-carbamic acid tert-butyl ester), C(=O)(C(F)(F)F)O (TFA). Solvent: CO (MeOH), O (water), Cl (HCl). Yields the product Cl.NC1(CCC1)C1=CC=C(C=C1)C=1C(C2=CC=C3C(=C2OC1C1=CC=CC=C1)N(N=C3Cl)C)=O (7-[4-(1-Amino-cyclobutyl)-phenyl]-3-chloro-1-methyl-8-phenyl-1H-9-oxa-1,2-diaza-cyclopenta[a]naphthalen-6-one hydrochloride). The yield is 36.0%. As a reaction SMILES: NC1(C2C=CC(C3C(=O)C4C(=CC=C(F)C=4)OC=3C3C=CC=CC=3)=CC=2)CCC1.C(OC(=O)[NH:36][C:37]1([C:41]2[CH:46]=[CH:45][C:44]([C:47]3[C:48](=[O:68])[C:49]4[C:54]([O:55][C:56]=3[C:57]3[CH:62]=[CH:61][CH:60]=[CH:59][CH:58]=3)=[C:53]3[N:63]([CH3:67])[N:64]=[C:65]([Cl:66])[C:52]3=[CH:51][CH:50]=4)=[CH:43][CH:42]=2)[CH2:40][CH2:39][CH2:38]1)(C)(C)C.C(O)(C(F)(F)F)=O>CO.O.Cl>[ClH:66].[NH2:36][C:37]1([C:41]2[CH:42]=[CH:43][C:44]([C:47]3[C:48](=[O:68])[C:49]4[C:54]([O:55][C:56]=3[C:57]3[CH:62]=[CH:61][CH:60]=[CH:59][CH:58]=3)=[C:53]3[N:63]([CH3:67])[N:64]=[C:65]([Cl:66])[C:52]3=[CH:51][CH:50]=4)=[CH:45][CH:46]=2)[CH2:40][CH2:39][CH2:38]1 |f:6.7|. Procedure: Following the procedure used to prepare 3-[4-(1-amino-cyclobutyl)-phenyl]-6-fluoro-2-phenyl-chromen-4-one, {1-[4-(3-chloro-1-methyl-6-oxo-8-phenyl-1,6-dihydro-9-oxa-1,2-diaza-cyclopenta[a]naphthalen-7-yl)-phenyl]-cyclobutyl}-carbamic acid tert-butyl ester was treated with TFA. The resultant free base was dissolved in a mixture of MeOH (1.5 mL), water (3.5 mL) and 1 M HCl (0.15 mL) and chromatographed on a 2 g C18 cartridge {gradient 30 to 65% MeOH in water+1 M HCl (60 μL in each 5 mL of eluent)}... The reactants are COc1cc(OC)c(Cl)c(NC(=O)N(C)c2cc(Nc3ccc(OCc4ccccc4)cc3)ncn2)c1Cl, CO. Yields the product COc1cc(OC)c(Cl)c(NC(=O)N(C)c2cc(Nc3ccc(O)cc3)ncn2)c1Cl. Reaction SMILES: [CH2:1]([c:2]1[cH:3][cH:4][cH:5][cH:6][cH:7]1)[O:8][c:9]1[cH:10][cH:11][c:12]([NH:15][c:16]2[cH:17][c:18]([N:22]([C:23](=[O:24])[NH:25][c:26]3[c:27]([Cl:37])[c:28]([O:35][CH3:36])[cH:29][c:30]([O:33][CH3:34])[c:31]3[Cl:32])[CH3:38])[n:19][cH:20][n:21]2)[cH:13][cH:14]1.[CH3:39][OH:40]>>[OH:8][c:9]1[cH:10][cH:11][c:12]([NH:15][c:16]2[cH:17][c:18]([N:22]([C:23](=[O:24])[NH:25][c:26]3[c:27]([Cl:37])[c:28]([O:35][CH3:36])[cH:29][c:30]([O:33][CH3:34])[c:31]3[Cl:32])[CH3:38])[n:19][cH:20][n:21]2)[cH:13][cH:14]1.